Dataset: the Open Reaction Database (ORD), a public repository of structured organic reaction records. Task: describe an organic reaction: reactants, conditions, products, and yield Starting materials: [Al+3], N#Cc1ccc(-c2c(-c3ccc(Cl)cc3)cnn(Cc3ccccc3)c2=O)cc1, Cc1ccccc1, [Cl-], [Cl-], [Cl-]. Product: N#Cc1ccc(-c2c(-c3ccc(Cl)cc3)cn[nH]c2=O)cc1. As a reaction SMILES: [Al+3:31].[CH2:1]([c:2]1[cH:3][cH:4][cH:5][cH:6][cH:7]1)[n:8]1[n:9][cH:10][c:11](-[c:23]2[cH:24][cH:25][c:26]([Cl:29])[cH:27][cH:28]2)[c:12](-[c:15]2[cH:16][cH:17][c:18]([C:19]#[N:20])[cH:21][cH:22]2)[c:13]1=[O:14].[CH3:34][c:35]1[cH:36][cH:37][cH:38][cH:39][cH:40]1.[Cl-:30].[Cl-:32].[Cl-:33]>>[nH:8]1[n:9][cH:10][c:11](-[c:23]2[cH:24][cH:25][c:26]([Cl:29])[cH:27][cH:28]2)[c:12](-[c:15]2[cH:16][cH:17][c:18]([C:19]#[N:20])[cH:21][cH:22]2)[c:13]1=[O:14].